This data is from the Open Reaction Database (ORD), a public repository of structured organic reaction records. The task is: describe an organic reaction: reactants, conditions, products, and yield The reactants are FC(F)(F)c1ccc(CCl)cn1, O=c1[nH]nc2cc(-c3ccc(Cl)cc3)ncn12, [K+], [K+], O=C([O-])[O-], CN(C)C=O, O. Product: O=c1n(Cc2ccc(C(F)(F)F)nc2)nc2cc(-c3ccc(Cl)cc3)ncn12. As a reaction SMILES: [Cl:18][CH2:19][c:20]1[cH:21][cH:22][c:23]([C:26]([F:27])([F:28])[F:29])[n:24][cH:25]1.[Cl:1][c:2]1[cH:3][cH:4][c:5](-[c:8]2[cH:9][c:10]3[n:11]([cH:12][n:13]2)[c:14](=[O:17])[nH:15][n:16]3)[cH:6][cH:7]1.[K+:30].[K+:31].[O-:32][C:33]([O-:34])=[O:35].[O:37]=[CH:38][N:39]([CH3:40])[CH3:41].[OH2:36]>>[Cl:1][c:2]1[cH:3][cH:4][c:5](-[c:8]2[cH:9][c:10]3[n:11]([cH:12][n:13]2)[c:14](=[O:17])[n:15]([CH2:19][c:20]2[cH:21][cH:22][c:23]([C:26]([F:27])([F:28])[F:29])[n:24][cH:25]2)[n:16]3)[cH:6][cH:7]1.